From a dataset of the Open Reaction Database (ORD), a public repository of structured organic reaction records. describe an organic reaction: reactants, conditions, products, and yield The reactants are C(C1=CC=CC=C1)OC(=O)N\C(\C(=O)OC)=C/C=1C=NC=CC1NC(=O)OC(C)(C)C ((Z)-Methyl 2-(benzyloxycarbonylamino)-3-(4-(tert-butoxycarbonylamino)pyridin-3-yl)acrylate). Run in C1CCOC1 (THF), CO (MeOH). Run at time 2 day. The product is C(C1=CC=CC=C1)OC(=O)NC(C(=O)OC)CC=1C=NC=CC1NC(=O)OC(C)(C)C (Methyl 2-(benzyloxycarbonylamino)-3-(4-(tert-butoxycarbonyl amino)pyridin-3-yl)propanoate). The yield is 36.0%. RXN SMILES: [CH2:1]([O:8][C:9]([NH:11]/[C:12](=[CH:17]\[C:18]1[CH:19]=[N:20][CH:21]=[CH:22][C:23]=1[NH:24][C:25]([O:27][C:28]([CH3:31])([CH3:30])[CH3:29])=[O:26])/[C:13]([O:15][CH3:16])=[O:14])=[O:10])[C:2]1[CH:7]=[CH:6][CH:5]=[CH:4][CH:3]=1>C1COCC1.CO>[CH2:1]([O:8][C:9]([NH:11][CH:12]([CH2:17][C:18]1[CH:19]=[N:20][CH:21]=[CH:22][C:23]=1[NH:24][C:25]([O:27][C:28]([CH3:31])([CH3:30])[CH3:29])=[O:26])[C:13]([O:15][CH3:16])=[O:14])=[O:10])[C:2]1[CH:7]=[CH:6][CH:5]=[CH:4][CH:3]=1. Reported procedure: A suspension of 1B (1 g, 2.33 mmol) and platinium 5% wt on activated carbon (600 mg) in THF (30 mL) and MeOH (30 mL) was stirred at RT under H2 at 75 psi for 2 days. The reaction mixture was filtered and the filtrate was concentrated. The residue was purified by silica gel (40 g) column chromatography eluting with a gradient of methanol (0-6%) in EtOAc/hexane (1:1) to give the title compound as a white foam (360 mg, 36%). LC/MS (method A): retention time=2.77 min, (M+H)+=430.